Task: describe an organic reaction: reactants, conditions, products, and yield. Dataset: the Open Reaction Database (ORD), a public repository of structured organic reaction records Reactants: O1C(=NC2=C1C=CC=C2)C([C@H](CC)NC(OC(C)(C)C)=O)O (tert-butyl (2S)-1-(benzo[d]oxazol-2-yl)-1-hydroxybutan-2-ylcarbamate), Cl (HCl). Solvent: O1CCOCC1 (dioxane). Reaction conditions: time 2 hour. Product: Cl.Cl.N[C@H](C(O)C=1OC2=C(N1)C=CC=C2)CC ((2S)-2-amino-1-(benzo[d]oxazol-2-yl)butan-1-ol dihydrochloride). As a reaction SMILES: [O:1]1[C:5]2[CH:6]=[CH:7][CH:8]=[CH:9][C:4]=2[N:3]=[C:2]1[CH:10]([OH:22])[C@@H:11]([NH:14]C(=O)OC(C)(C)C)[CH2:12][CH3:13].[ClH:23]>O1CCOCC1>[ClH:23].[ClH:23].[NH2:14][C@@H:11]([CH2:12][CH3:13])[CH:10]([C:2]1[O:1][C:5]2[CH:6]=[CH:7][CH:8]=[CH:9][C:4]=2[N:3]=1)[OH:22] |f:3.4.5|. Procedure details: Under an atmosphere of argon, tert-butyl (2S)-1-(benzo[d]oxazol-2-yl)-1-hydroxybutan-2-ylcarbamate (800 mg, 2.61 mmol, Eq: 1.00) and HCl 4M in dioxane (17.3 ml) were combined to give a dark brown solution. The reaction was stirred for 2 h at RT. The crude reaction mixture was concentrated in vacuo, and the residual solvent was removed under vacuum. The title compound was obtained as a dark brown gum (910 mg, quant., MS (m/e)=207.1 [M+H+]). Reactants: C1(C=2C(C(N1C1[C@@H]3N(C(C(S3=O)(C)C)C(=O)OC)C1=O)=O)=CC=CC2)=O (methyl 6-phthalimido-2,2-dimethylpenam-3-carboxylate-1-oxide), S(=O)(Cl)Cl (thionyl chloride). Run in C(Cl)(Cl)(Cl)Cl (carbon tetrachloride). Product: C1(C=2C(C(N1C1[C@@H]3N(C([C@@](CS3)(O)C)C(=O)OC)C1=O)=O)=CC=CC2)=O (Methyl 7-Phthalimido-3α-methyl-3β-hydroxycepham-4-carboxylate). RXN SMILES: [C:1]1(=[O:26])[N:5]([CH:6]2[C:19](=[O:20])[N:8]3[CH:9]([C:15]([O:17][CH3:18])=[O:16])[C:10]([CH3:14])([CH3:13])[S:11](=O)[C@H:7]23)[C:4](=[O:21])[C:3]2=[CH:22][CH:23]=[CH:24][CH:25]=[C:2]12.S(Cl)(Cl)=[O:28]>C(Cl)(Cl)(Cl)Cl>[C:4]1(=[O:21])[N:5]([CH:6]2[C:19](=[O:20])[N:8]3[CH:9]([C:15]([O:17][CH3:18])=[O:16])[C@:10]([CH3:14])([OH:28])[CH2:13][S:11][C@H:7]23)[C:1](=[O:26])[C:2]2=[CH:25][CH:24]=[CH:23][CH:22]=[C:3]12. Procedure details: A solution of methyl 6-phthalimido-2,2-dimethylpenam-3-carboxylate-1-oxide (2.25 g., 6 mmol) and thionyl chloride (0.47 ml., 6.5 mmol) in 90 ml. dry carbon tetrachloride was refluxed for 1 hour, cooled and evaporated in vacuo to dryness. An nmr spectrum of the crude product showed a 2:3:3 mixture of methyl 7-phthalimido-3α-methyl-3β-hydroxycepham-4-carboxylate, methyl 6-phthalimido-2β-chloromethylpenam-2α-methyl-3-carboxylate, and methyl 6-phthalimido-2α-chloromethylpenam-2β-methyl-3-carboxylate... Product: COC(=O)C=1C=C(C2=C(S(CC3=C(O2)C(=CC(=C3)N3CCN(CC3)C(C3=C(C=CC=C3)C)=O)Cl)(=O)=O)C1)C (4-Chloro-6-methyl-2-[4-(2-methyl-benzoyl)-piperazin-1-yl]-10,10-dioxo-10,11-dihydro-5-oxa-10lambda*6*-thia-dibenzo[a,d]cycloheptene-8-carboxylic acid methyl ester). Reaction conditions: temperature 22 celsius, time 1 hour. Reported procedure: Carbonyl diimidazole (0.074 g 0.55 mmol) was added to a solution of 2-toluic acid (0.111 g, 0.67 mmol) in DMF (3 mL) and stirred at 22° C. for 1 h. To this, a solution of 4-chloro-6-methyl-10,10-dioxo-2-piperazin-1-yl-10,11-dihydro-5-oxa-10lambda*6*-thia-dibenzo[a,d]cycloheptene-8-carboxylic acid methyl ester (free base of example 16, 0.2 g, 0.45 mmol) in DMF (2 mL) was added and stirred at 22° C. for 1 h. Solvent was removed and ice water (5 mL) was added. The solid separated was filtered, wash... Starting materials: C(=O)(C=1NC=CN1)C=1NC=CN1 (Carbonyl diimidazole), C=1(C(=CC=CC1)C(=O)O)C (2-toluic acid), COC(=O)C=1C=C(C2=C(S(CC3=C(O2)C(=CC(=C3)N3CCNCC3)Cl)(=O)=O)C1)C (4-chloro-6-methyl-10,10-dioxo-2-piperazin-1-yl-10,11-dihydro-5-oxa-10lambda*6*-thia-dibenzo[a,d]cycloheptene-8-carboxylic acid methyl ester), base. RXN SMILES: C(C1NC=CN=1)(C1NC=CN=1)=O.[C:13]1([CH3:22])[C:14]([C:19](O)=[O:20])=[CH:15][CH:16]=[CH:17][CH:18]=1.[CH3:23][O:24][C:25]([C:27]1[CH:28]=[C:29]([CH3:51])[C:30]2[O:36][C:35]3[C:37]([Cl:47])=[CH:38][C:39]([N:41]4[CH2:46][CH2:45][NH:44][CH2:43][CH2:42]4)=[CH:40][C:34]=3[CH2:33][S:32](=[O:49])(=[O:48])[C:31]=2[CH:50]=1)=[O:26]>CN(C=O)C>[CH3:23][O:24][C:25]([C:27]1[CH:28]=[C:29]([CH3:51])[C:30]2[O:36][C:35]3[C:37]([Cl:47])=[CH:38][C:39]([N:41]4[CH2:42][CH2:43][N:44]([C:19](=[O:20])[C:14]5[CH:15]=[CH:16][CH:17]=[CH:18][C:13]=5[CH3:22])[CH2:45][CH2:46]4)=[CH:40][C:34]=3[CH2:33][S:32](=[O:48])(=[O:49])[C:31]=2[CH:50]=1)=[O:26]. The solvent is CN(C)C=O (DMF), CN(C)C=O (DMF). Starting materials: [Cl-].[NH4+] (Ammonium chloride), N (ammonia), CC(CCC(=O)O)(C)C1=CC=C(C=C1)C (4-methyl-4-p-tolylpentanoic acid), N (ammonia), [Li] (lithium). Run in C(C)O (ethanol), O1CCCC1 (tetrahydrofuran). Conditions: time 15 minute. Yields the product CC(CCC(=O)O)(C)C1=CCC(=CC1)C (4-methyl-4-(4-methyl-1,4-cyclohexadien-1-yl)pentanoic acid). The yield is 95.2%. Reaction SMILES: [CH3:1][C:2]([C:9]1[CH:14]=[CH:13][C:12]([CH3:15])=[CH:11][CH:10]=1)([CH3:8])[CH2:3][CH2:4][C:5]([OH:7])=[O:6].N.[Li].[Cl-].[NH4+]>O1CCCC1.C(O)C>[CH3:8][C:2]([C:9]1[CH2:10][CH:11]=[C:12]([CH3:15])[CH2:13][CH:14]=1)([CH3:1])[CH2:3][CH2:4][C:5]([OH:7])=[O:6] |f:3.4,^1:16|. Procedure details: To a refluxing solution of 4-methyl-4-p-tolylpentanoic acid (51.5 g, 0.25 mol) in tetrahydrofuran (500 ml) and liquid ammonia (1500 ml) was added, portionwise, lithium metal (26.0 g, 3.75 gram atom). After the reaction mixture was stirred for 15 minutes, ethanol (150 ml) was added over 40 minutes. The reaction mixture was stirred an additional hour until the dark blue solution became colorless. Ammonium chloride (50 g) was added and the ammonia allowed to evaporate. The residue was acidified wit... Starting materials: Fc1ccc(I)c(Br)c1, C1CCOC1, [Li]CCCC, Cl, CCOC(=O)C(F)F. Yields the product O=C(c1ccc(F)cc1Br)C(F)F. RXN SMILES: [Br:6][c:7]1[c:8]([I:14])[cH:9][cH:10][c:11]([F:13])[cH:12]1.[CH2:24]1[O:25][CH2:26][CH2:27][CH2:28]1.[CH3:1][CH2:2][CH2:3][CH2:4][Li:5].[ClH:23].[F:15][CH:16]([C:17](=[O:18])[O:19][CH2:20][CH3:21])[F:22]>>[Br:6][c:7]1[c:8]([C:17]([CH:16]([F:15])[F:22])=[O:18])[cH:9][cH:10][c:11]([F:13])[cH:12]1. The reactants are C(C1=CC=CC=C1)OC1=CC=C(C(=N1)NC)[N+](=O)[O-] (6-benzyloxy-2-methylamino-3-nitropyridine), C(C)(=O)O (acetic acid). Reagents/catalysts: [Zn] (zinc). Run in CO (methanol). Run at time 1 hour. The product is NC=1C(=NC(=CC1)OCC1=CC=CC=C1)NC (3-Amino-6-benzyloxy-2-methylaminopyridine). RXN SMILES: [CH2:1]([O:8][C:9]1[N:14]=[C:13]([NH:15][CH3:16])[C:12]([N+:17]([O-])=O)=[CH:11][CH:10]=1)[C:2]1[CH:7]=[CH:6][CH:5]=[CH:4][CH:3]=1.C(O)(=O)C>CO.[Zn]>[NH2:17][C:12]1[C:13]([NH:15][CH3:16])=[N:14][C:9]([O:8][CH2:1][C:2]2[CH:7]=[CH:6][CH:5]=[CH:4][CH:3]=2)=[CH:10][CH:11]=1. Procedure details: 21.4 g of zinc were added to a solution of 8.50 of 6-benzyloxy-2-methylamino-3-nitropyridine (prepared as described in Preparation 92) in 360 ml of methanol, and then 8.5 ml of acetic acid were added dropwise. The resulting mixture was then stirred at room temperature for one hour. At the end of this time, the reaction mixture was filtered to remove insoluble material. The filtrate was freed from the solvent by distillation under reduced pressure, and the resulting residue was dissolved in ethyl...